This data is from the Open Reaction Database (ORD), a public repository of structured organic reaction records. The task is: describe an organic reaction: reactants, conditions, products, and yield Reactants: S(N)(=O)(=O)Cl (sulfamoyl chloride), ( a ), C1=CC=C(C=C1)CCO (β-phenethyl alcohol). Solvent: C(C)#N (acetonitrile), C(C)#N (acetonitrile). Product: S(N)(=O)(=O)OCCC1=CC=CC=C1 (Benzeneethanol sulfamate). Yield: 68.0%. As a reaction SMILES: [S:1](Cl)(=[O:4])(=[O:3])[NH2:2].[CH:6]1[CH:11]=[CH:10][C:9]([CH2:12][CH2:13][OH:14])=[CH:8][CH:7]=1>C(#N)C>[S:1]([O:14][CH2:13][CH2:12][C:9]1[CH:10]=[CH:11][CH:6]=[CH:7][CH:8]=1)(=[O:4])(=[O:3])[NH2:2]. Procedure details: The title compound was obtained using the following procedure: The sulfamoyl chloride in acetonitrile solution prepared in (a) was reacted as in Example 12 with 12.2 g (0.1 mole) of β-phenethyl alcohol using 40.4 g (0.4 mole) triethylamine in 100 ml additional acetonitrile followed by using extracting, washing and concentration procedures of Example 12 through the first evaporation. The crude oily residue was purified by chromatography (10×80 cm glass column; 700 g silica gel; eluents methylene ... Starting materials: CCO, [Cl-], [Fe], O=c1[nH]nc(Cc2cc([N+](=O)[O-])cs2)c2ccccc12, [NH4+], O. Product: Nc1csc(Cc2n[nH]c(=O)c3ccccc23)c1. Reaction SMILES: [CH3:23][CH2:24][OH:25].[Cl-:21].[Fe:27].[N+:1]([O-:2])(=[O:3])[c:4]1[cH:5][c:6]([CH2:9][c:10]2[n:11][nH:12][c:13](=[O:20])[c:14]3[cH:15][cH:16][cH:17][cH:18][c:19]23)[s:7][cH:8]1.[NH4+:22].[OH2:26]>>[NH2:1][c:4]1[cH:5][c:6]([CH2:9][c:10]2[n:11][nH:12][c:13](=[O:20])[c:14]3[cH:15][cH:16][cH:17][cH:18][c:19]23)[s:7][cH:8]1. Reactants: C(C)(=O)OCC (Ethyl acetate), NC1=C(C=C(C=C1)Br)C(=O)C=1C=NC=CC1 ((2-amino-5-bromo-phenyl)-pyridin-3-yl-methanone), CC1(OB(OC1(C)C)C1=C2C=CN(C2=CC=C1)[Si](C(C)C)(C(C)C)C(C)C)C (4-(4,4,5,5-tetramethyl-[1,3,2]dioxaborolan-2-yl)-1-triisopropylsilanyl-1H-indole), [O-]P(=O)([O-])[O-].[K+].[K+].[K+] (K3PO4). The reagents and catalysts are Cl[Pd-](C1=C(C=CC=C1)C1=C(C=CC=C1)N(C)C)P(C1C2CCC(C1)C2)C2C1CCC(C2)C1 (chloro(di-2-norbornylphosphino)(2′-dimethylamino-1,1′-biphenyl-2-yl)palladium (II)). Run in O1CCOCC1 (dioxane), CN(C)C=O (DMF). Conditions: temperature 120 celsius. Yields the product NC1=C(C=C(C=C1)C1=C2C=CNC2=CC=C1)C(=O)C=1C=NC=CC1 ([2-amino-5-(1H-indol-4-yl)-phenyl]-pyridin-3-yl-methanone). RXN SMILES: [NH2:1][C:2]1[CH:7]=[CH:6][C:5](Br)=[CH:4][C:3]=1[C:9]([C:11]1[CH:12]=[N:13][CH:14]=[CH:15][CH:16]=1)=[O:10].CC1(C)C(C)(C)OB([C:25]2[CH:33]=[CH:32][CH:31]=[C:30]3[C:26]=2[CH:27]=[CH:28][N:29]3[Si](C(C)C)(C(C)C)C(C)C)O1.[O-]P([O-])([O-])=O.[K+].[K+].[K+].C(OCC)(=O)C>O1CCOCC1.CN(C=O)C.Cl[Pd-](P(C1CC2CC1CC2)C1CC2CC1CC2)C1C=CC=CC=1C1C=CC=CC=1N(C)C>[NH2:1][C:2]1[CH:7]=[CH:6][C:5]([C:25]2[CH:33]=[CH:32][CH:31]=[C:30]3[C:26]=2[CH:27]=[CH:28][NH:29]3)=[CH:4][C:3]=1[C:9]([C:11]1[CH:12]=[N:13][CH:14]=[CH:15][CH:16]=1)=[O:10] |f:2.3.4.5|. Procedure details: To (2-amino-5-bromo-phenyl)-pyridin-3-yl-methanone (0.120 g, 0.43 mmol) and 4-(4,4,5,5-tetramethyl-[1,3,2]dioxaborolan-2-yl)-1-triisopropylsilanyl-1H-indole (0.210 g, 0.52 mmol) in 1 mL of dioxane and 0.5 mL of DMF was added chloro(di-2-norbornylphosphino)(2′-dimethylamino-1,1′-biphenyl-2-yl)palladium (II) and 2M aqueous K3PO4 (0.5 mL, 1 mmol). The resulting reaction mixture was heated at 120° C. for 1 h. Ethyl acetate was then added to the reaction mixture and the organic phase was washed with ... The reactants are C(C)(C)C1=C(NC(NC1=O)=O)C(=O)C=1C=C(C=C(C#N)C1)C#N (5-(5-isopropyl-2,6-dioxo-1,2,3,6-tetrahydro-pyrimidine-4-carbonyl)-isophthalonitrile), FC1=NC(=CC(=C1)COS(=O)(=O)C)NCC1=CC=C(C=C1)OC (methanesulfonic acid 2-fluoro-6-(4-methoxy-benzylamino)-pyridin-4-ylmethyl ester), [I-].[Li+] (lithium iodide), C([O-])([O-])=O.[K+].[K+] (potassium carbonate). Run in CN(C)C=O (DMF), C(C)(=O)OCC (ethyl acetate). The product is FC1=NC(=CC(=C1)CN1C(NC(C(=C1C(=O)C=1C=C(C=C(C#N)C1)C#N)C(C)C)=O)=O)NCC1=CC=C(C=C1)OC (5-{3-[2-Fluoro-6-(4-methoxy-benzylamino)-pyridin-4-ylmethyl]-5-isopropyl-2,6-dioxo-1,2,3,6-tetrahydro-pyrimidine-4-carbonyl}-isophthalonitrile). The yield is 30.8%. Reaction SMILES: [CH:1]([C:4]1[C:9](=[O:10])[NH:8][C:7](=[O:11])[NH:6][C:5]=1[C:12]([C:14]1[CH:15]=[C:16]([C:22]#[N:23])[CH:17]=[C:18]([CH:21]=1)[C:19]#[N:20])=[O:13])([CH3:3])[CH3:2].[F:24][C:25]1[CH:30]=[C:29]([CH2:31]OS(C)(=O)=O)[CH:28]=[C:27]([NH:37][CH2:38][C:39]2[CH:44]=[CH:43][C:42]([O:45][CH3:46])=[CH:41][CH:40]=2)[N:26]=1.[I-].[Li+].C(=O)([O-])[O-].[K+].[K+]>CN(C=O)C.C(OCC)(=O)C>[F:24][C:25]1[CH:30]=[C:29]([CH2:31][N:6]2[C:5]([C:12]([C:14]3[CH:15]=[C:16]([C:22]#[N:23])[CH:17]=[C:18]([CH:21]=3)[C:19]#[N:20])=[O:13])=[C:4]([CH:1]([CH3:3])[CH3:2])[C:9](=[O:10])[NH:8][C:7]2=[O:11])[CH:28]=[C:27]([NH:37][CH2:38][C:39]2[CH:44]=[CH:43][C:42]([O:45][CH3:46])=[CH:41][CH:40]=2)[N:26]=1 |f:2.3,4.5.6|. Procedure: A solution 5-(5-isopropyl-2,6-dioxo-1,2,3,6-tetrahydro-pyrimidine-4-carbonyl)-isophthalonitrile (0.016 g, 0.0535 mmol), methanesulfonic acid 2-fluoro-6-(4-methoxy-benzylamino)-pyridin-4-ylmethyl ester (0.017 g, 0.0535 mmol), lithium iodide (0.0036 g, 0.0268 mmol) and potassium carbonate (0.0074 g, 0.0535 mmol) in DMF (0.5 mL) was stirred at 0° C. for 4 h, then warmed to rt overnight. Reaction mixture was diluted with ethyl acetate, washed with water (2×), dried (MgSO4) and concentrated. The resu... Reactants: C(CC)C=1C=NC(=NC1)N1CCC(CC1)OC1=CC(NC=C1)=O (4-(1-(5-propylpyrimidin-2-yl)piperidin-4-yloxy)pyridin-2(1H)-one), C(C)C=1C=NC(=NC1)N1CCC(CC1)OC1=CC(NC=C1)=O (4-(1-(5-ethylpyrimidin-2-yl)piperidin-4-yloxy)pyridin-2(1H)-one), FC1=C(C=C(C=C1)S(=O)(=O)C)F (1,2-difluoro-4-(methylsulfonyl)benzene). The product is FC=1C(=C(C#N)C=CC1F)N1C(C=C(C=C1)OC1CCN(CC1)C1=NC=C(C=N1)CCC)=O (3,4-difluoro-2-(2-oxo-4-(1-(5-propylpyrimidin-2-yl)piperidin-4-yloxy)pyridin-1(2H)-yl)benzonitrile). As a reaction SMILES: [CH2:1]([C:4]1[CH:5]=[N:6][C:7]([N:10]2[CH2:15][CH2:14][CH:13]([O:16][C:17]3[CH:22]=[CH:21][NH:20][C:19](=[O:23])[CH:18]=3)[CH2:12][CH2:11]2)=[N:8][CH:9]=1)[CH2:2][CH3:3].C(C1[CH:27]=[N:28]C(N2CCC(OC3C=CNC(=O)C=3)CC2)=NC=1)C.[F:46][C:47]1[CH:52]=[CH:51][C:50](S(C)(=O)=O)=[CH:49][C:48]=1[F:57]>>[F:57][C:48]1[C:49]([N:20]2[CH:21]=[CH:22][C:17]([O:16][CH:13]3[CH2:14][CH2:15][N:10]([C:7]4[N:8]=[CH:9][C:4]([CH2:1][CH2:2][CH3:3])=[CH:5][N:6]=4)[CH2:11][CH2:12]3)=[CH:18][C:19]2=[O:23])=[C:50]([CH:51]=[CH:52][C:47]=1[F:46])[C:27]#[N:28]. Procedure details: Example 252 was prepared according to procedures described in Example 248 substituting 4-(1-(5-propylpyrimidin-2-yl)piperidin-4-yloxy)pyridin-2(1H)-one (prepared according to procedures described in Example 173 Step C) for 4-(1-(5-ethylpyrimidin-2-yl)piperidin-4-yloxy)pyridin-2(1H)-one and substituting 2,3,4-trifluorobenzonitrile (Oakwood) for 1,2-difluoro-4-(methylsulfonyl)benzene. 1H NMR (400 MHz, CDCl3) δ ppm 8.10 (s, 2H), 7.43-7.60 (m, 1H), 7.27-7.43 (m, 1H), 7.02 (d, J=7.78 Hz, 1 H), 6.05 (... Reactants: ClN1NC(C2=CC(=CC=C12)[N+](=O)[O-])=O (Chloro-5-nitro-1,2-dihydro-indazol-3-one), Cl (HCl), C(=O)([O-])[O-].[K+].[K+] (K2CO3), ClC1=C(CBr)C=CC=C1 (2-Chlorobenzylbromide). Run in O (water). Conditions: temperature 50 celsius, time 8 hour. Yields the product ClC1=C(C=C2C(NN(C2=C1)CC1=C(C=CC=C1)Cl)=O)[N+](=O)[O-] (6-chloro-1-(2-chloro-benzyl)-5-nitro-1,2-dihydro-indazol-3-one). Reaction SMILES: Cl[N:2]1[C:10]2[C:5](=[CH:6][C:7]([N+:11]([O-:13])=[O:12])=[CH:8][CH:9]=2)[C:4](=[O:14])[NH:3]1.C([O-])([O-])=O.[K+].[K+].[Cl:21][C:22]1[CH:29]=[CH:28][CH:27]=[CH:26][C:23]=1[CH2:24]Br.[ClH:30]>O>[Cl:30][C:8]1[CH:9]=[C:10]2[C:5]([C:4](=[O:14])[NH:3][N:2]2[CH2:24][C:23]2[CH:26]=[CH:27][CH:28]=[CH:29][C:22]=2[Cl:21])=[CH:6][C:7]=1[N+:11]([O-:13])=[O:12] |f:1.2.3|. Reported procedure: Chloro-5-nitro-1,2-dihydro-indazol-3-one (prepared in analogy to Org. Synth. 1949, 29, 54 or Chem Ber. 1942, 75, 1104 from 4-chloro-2-fluoro-5-nitro-benzoic acid over two steps) (0.6 g) was suspended in water (5 mL) and 2N K2CO3 (aq.) (1 g) was added to the flask and the mixture was heated to 50° C. for 10 minutes. 2-Chlorobenzylbromide (0.40 g) was then added dropwise. The reaction was stirred overnight and was neutralized with 2 N HCl (aq.) while cooling in an ice bath. The precipitate was col... Yields the product O=C(c1cccs1)N1CCN(c2c([N+](=O)[O-])c(=O)n(Cc3ccccc3)c3ncccc23)CC1. RXN SMILES: [CH2:1]1[N:2]2[CH2:3][CH2:4][N:5]([CH2:6][CH2:7]2)[CH2:8]1.[CH2:9]([c:10]1[cH:11][cH:12][cH:13][cH:14][cH:15]1)[n:16]1[c:17](=[O:30])[c:18]([N+:27](=[O:28])[O-:29])[c:19]([Cl:26])[c:20]2[cH:21][cH:22][cH:23][n:24][c:25]12.[CH3:46][N:47]1[CH2:48][CH2:49][CH2:50][C:51]1=[O:52].[Cl-:44].[N:31]1([C:37](=[O:38])[c:39]2[s:40][cH:41][cH:42][cH:43]2)[CH2:32][CH2:33][NH:34][CH2:35][CH2:36]1.[NH4+:45].[OH2:53]>>[CH2:9]([c:10]1[cH:11][cH:12][cH:13][cH:14][cH:15]1)[n:16]1[c:17](=[O:30])[c:18]([N+:27](=[O:28])[O-:29])[c:19]([N:34]2[CH2:33][CH2:32][N:31]([C:37](=[O:38])[c:39]3[s:40][cH:41][cH:42][cH:43]3)[CH2:36][CH2:35]2)[c:20]2[cH:21][cH:22][cH:23][n:24][c:25]12. Reactants: C1CN2CCN1CC2, O=c1c([N+](=O)[O-])c(Cl)c2cccnc2n1Cc1ccccc1, CN1CCCC1=O, [Cl-], O=C(c1cccs1)N1CCNCC1, [NH4+], O.